Dataset: the Open Reaction Database (ORD), a public repository of structured organic reaction records. Task: describe an organic reaction: reactants, conditions, products, and yield Starting materials: C(C)(C)(C)OC(=O)N[C@H]([C@H](C(=O)OC)O)C1=CC=CC=C1 (methyl (2R,3S)-3-t-butoxycarbonylamino-2-hydroxy-3-phenylpropionate), C1(=CC=C(C=C1)S(=O)(=O)[O-])C.[NH+]1=CC=CC=C1 (pyridinium p-toluenesulphonate), C(OC)(OC)OC (trimethyl orthoformate). The solvent is C1(=CC=CC=C1)C (toluene). Conditions: temperature 20 celsius. Yields the product C(C)(C)(C)OC(=O)N1C(O[C@H]([C@@H]1C1=CC=CC=C1)C(=O)OC)OC ((4S,5R)-3-t-butoxycarbonyl-2-methoxy-4-phenyl-5-methoxycarbonyl-1,3-oxazolidine). The yield is 40.0%. As a reaction SMILES: [C:1]([O:5][C:6]([NH:8][C@@H:9]([C:16]1[CH:21]=[CH:20][CH:19]=[CH:18][CH:17]=1)[C@@H:10]([OH:15])[C:11]([O:13][CH3:14])=[O:12])=[O:7])([CH3:4])([CH3:3])[CH3:2].C1(C)C=CC(S([O-])(=O)=O)=CC=1.[NH+]1C=CC=CC=1.[CH:39](OC)(OC)[O:40][CH3:41]>C1(C)C=CC=CC=1>[C:1]([O:5][C:6]([N:8]1[C@@H:9]([C:16]2[CH:17]=[CH:18][CH:19]=[CH:20][CH:21]=2)[C@H:10]([C:11]([O:13][CH3:14])=[O:12])[O:15][CH:39]1[O:40][CH3:41])=[O:7])([CH3:4])([CH3:2])[CH3:3] |f:1.2|. Procedure details: A solution of 10.0 g of methyl (2R,3S)-3-t-butoxycarbonylamino-2-hydroxy-3-phenylpropionate, 0.334 g of pyridinium p-toluenesulphonate and 3.75 cm3 of trimethyl orthoformate in 70 cm3 of toluene is heated to reflux. 4 cm3 of solvent are distilled off. After cooling to a temperature in the region of 20° C. and filtration, the filtrate is concentrated to dryness under reduced pressure. The residue is taken up with 50 cm3 of hexane. The slurry obtained is filtered, rinsed and drained. 4.6 g of (4S,...